Dataset: the Open Reaction Database (ORD), a public repository of structured organic reaction records. Task: describe an organic reaction: reactants, conditions, products, and yield The reactants are O=C([O-])[O-], CC#N, O=[N+]([O-])c1ccc(F)cc1, [K+], [K+], Nc1ncc(C2CCNCC2)c(N)n1. Product: Nc1ncc(C2CCN(c3ccc([N+](=O)[O-])cc3)CC2)c(N)n1. RXN SMILES: [C:25](=[O:26])([O-:27])[O-:28].[CH3:31][C:32]#[N:33].[F:15][c:16]1[cH:17][cH:18][c:19]([N+:22](=[O:23])[O-:24])[cH:20][cH:21]1.[K+:29].[K+:30].[NH2:1][c:2]1[n:3][cH:4][c:5]([CH:9]2[CH2:10][CH2:11][NH:12][CH2:13][CH2:14]2)[c:6]([NH2:8])[n:7]1>>[NH2:1][c:2]1[n:3][cH:4][c:5]([CH:9]2[CH2:10][CH2:11][N:12]([c:16]3[cH:17][cH:18][c:19]([N+:22](=[O:23])[O-:24])[cH:20][cH:21]3)[CH2:13][CH2:14]2)[c:6]([NH2:8])[n:7]1.